Dataset: the Open Reaction Database (ORD), a public repository of structured organic reaction records. Task: describe an organic reaction: reactants, conditions, products, and yield Reactants: CSC1=CC(=C(N)C=C1)[N+](=O)[O-] (4-methylthio-2-nitroaniline), N(=O)OCCCCC (amyl nitrite), cupric chloride, C1=CC=CC=C1 (benzene). Product: CSC1=CC(=C(C=C1)C1=CC=CC=C1)[N+](=O)[O-] (4-methylthio-2-nitrobiphenyl). As a reaction SMILES: [CH3:1][S:2][C:3]1[CH:9]=[CH:8][C:6](N)=[C:5]([N+:10]([O-:12])=[O:11])[CH:4]=1.N(OCCCCC)=O.[CH:21]1[CH:26]=[CH:25][CH:24]=[CH:23][CH:22]=1>>[CH3:1][S:2][C:3]1[CH:9]=[CH:8][C:6]([C:21]2[CH:26]=[CH:25][CH:24]=[CH:23][CH:22]=2)=[C:5]([N+:10]([O-:12])=[O:11])[CH:4]=1. Procedure details: A mixture of 4-methylthio-2-nitroaniline (27.6 g), amyl nitrite (22.5 ml) and cupric chloride (4.5 g) in dry benzene (250 ml) was heated under reflux for 9 hours to give 4-methylthio-2-nitrobiphenyl (m.p. 51°-52° C.). Reactants: C(C)(C)(C)OC(=O)N[C@H](C(O)C1=NC(=NO1)C1=CC=CC=C1)CC (2(S)-tert-butoxycarbonylamino-1-(3-phenyl-[1.2.4]oxadiazol-5-yl)butan-1-ol), C(=O)(C(F)(F)F)O (TFA). The solvent is C(Cl)Cl (CH2Cl2). Conditions: time 1 hour. Product: N[C@H](C(O)C1=NC(=NO1)C1=CC=CC=C1)CC (2(S)-amino-1-(3-phenyl-[1.2.4]oxadiazol-5-yl)-butan-1-ol). Reaction SMILES: C(OC([NH:8][C@@H:9]([CH2:23][CH3:24])[CH:10]([C:12]1[O:16][N:15]=[C:14]([C:17]2[CH:22]=[CH:21][CH:20]=[CH:19][CH:18]=2)[N:13]=1)[OH:11])=O)(C)(C)C.C(O)(C(F)(F)F)=O>C(Cl)Cl>[NH2:8][C@@H:9]([CH2:23][CH3:24])[CH:10]([C:12]1[O:16][N:15]=[C:14]([C:17]2[CH:22]=[CH:21][CH:20]=[CH:19][CH:18]=2)[N:13]=1)[OH:11]. Procedure details: 3-tert-Butoxycarbonylamino-2-hydroxy-pentanoic acid (500 mg, 2.14 mmol) was combined with EDC (600 mg, 3.14 mmol), HOBt (600 mg, 3.92 mmol), and N-hydroxy-benzamidine (292 mg, 2.14 mmol). Dichloromethane (10 mL) was added and then 4-methylmorpholine (1 mL). The reaction mixture was stirred at ambient temperature for 16 h. After dilution with ethyl acetate (200 mL), the solution was washed with water (30 mL), saturated aqueous NaHCO3 solution and brine, dried with MgSO4 and evaporated under vacuu... Starting materials: C1CCOC1, CCCC1CCc2c(c(=O)oc3cc(OS(=O)(=O)C(F)(F)F)ccc23)C1, OB(O)c1cc(F)c(F)c(F)c1, N[NH3+], [OH-], O. Yields the product CCCC1CCc2c(c(=O)oc3cc(-c4cc(F)c(F)c(F)c4)ccc23)C1. RXN SMILES: [CH2:43]1[O:44][CH2:45][CH2:46][CH2:47]1.[F:1][C:2]([F:3])([F:4])[S:5]([O:6][c:7]1[cH:8][cH:9][c:10]2[c:11]3[c:12]([c:13](=[O:17])[o:14][c:15]2[cH:16]1)[CH2:18][CH:19]([CH2:22][CH2:23][CH3:24])[CH2:20][CH2:21]3)(=[O:25])=[O:26].[F:27][c:28]1[cH:29][c:30]([B:36]([OH:37])[OH:38])[cH:31][c:32]([F:35])[c:33]1[F:34].[NH3+:40][NH2:41].[OH-:39].[OH2:42]>>[c:7]1(-[c:30]2[cH:29][c:28]([F:27])[c:33]([F:34])[c:32]([F:35])[cH:31]2)[cH:8][cH:9][c:10]2[c:11]3[c:12]([c:13](=[O:17])[o:14][c:15]2[cH:16]1)[CH2:18][CH:19]([CH2:22][CH2:23][CH3:24])[CH2:20][CH2:21]3. The reactants are CC[N+](CC)(CC)Cc1ccccc1, [Cl-], ClCCBr, N#CCc1ccc2c(c1)OC(F)(F)O2, [Na+], [OH-], O. Yields the product N#CC1(c2ccc3c(c2)OC(F)(F)O3)CC1. As a reaction SMILES: [CH2:22]([N+:23]([CH2:24][CH3:25])([CH2:26][CH3:27])[CH2:28][CH3:29])[c:30]1[cH:31][cH:32][cH:33][cH:34][cH:35]1.[Cl-:21].[Cl:17][CH2:18][CH2:19][Br:20].[F:3][C:4]1([F:16])[O:5][c:6]2[c:7]([cH:9][cH:10][c:11]([CH2:13][C:14]#[N:15])[cH:12]2)[O:8]1.[Na+:2].[OH-:1].[OH2:36]>>[F:3][C:4]1([F:16])[O:5][c:6]2[c:7]([cH:9][cH:10][c:11]([C:13]3([C:14]#[N:15])[CH2:18][CH2:19]3)[cH:12]2)[O:8]1.